Task: describe an organic reaction: reactants, conditions, products, and yield. Dataset: the Open Reaction Database (ORD), a public repository of structured organic reaction records Reactants: COS(=O)(=O)OC, [Na+], [OH-], Oc1ccc2c(c1)OCC2. The product is COc1ccc2c(c1)OCC2. As a reaction SMILES: [CH3:1][O:2][S:3]([O:4][CH3:5])(=[O:6])=[O:7].[Na+:19].[OH-:18].[OH:8][c:9]1[cH:10][c:11]2[c:12]([cH:16][cH:17]1)[CH2:13][CH2:14][O:15]2>>[CH3:1][O:8][c:9]1[cH:10][c:11]2[c:12]([cH:16][cH:17]1)[CH2:13][CH2:14][O:15]2. The reactants are CCOC(=O)C(OCC)c1c(F)cc(O[Si](c2ccccc2)(c2ccccc2)C(C)(C)C)cc1F, CCCC[N+](CCCC)(CCCC)CCCC, C1CCOC1, [F-], O. The product is CCOC(=O)C(OCC)c1c(F)cc(O)cc1F. Reaction SMILES: [CH2:1]([CH3:2])[O:3][C:4]([CH:5]([O:6][CH2:7][CH3:8])[c:9]1[c:10]([F:34])[cH:11][c:12]([O:16][Si:17]([C:18]([CH3:19])([CH3:20])[CH3:21])([c:22]2[cH:23][cH:24][cH:25][cH:26][cH:27]2)[c:28]2[cH:29][cH:30][cH:31][cH:32][cH:33]2)[cH:13][c:14]1[F:15])=[O:35].[CH2:37]([N+:38]([CH2:39][CH2:40][CH2:41][CH3:42])([CH2:43][CH2:44][CH2:45][CH3:46])[CH2:47][CH2:48][CH2:49][CH3:50])[CH2:51][CH2:52][CH3:53].[CH2:55]1[O:56][CH2:57][CH2:58][CH2:59]1.[F-:36].[OH2:54]>>[CH2:1]([CH3:2])[O:3][C:4]([CH:5]([O:6][CH2:7][CH3:8])[c:9]1[c:10]([F:34])[cH:11][c:12]([OH:16])[cH:13][c:14]1[F:15])=[O:35]. Run in C1(=CC=CC=C1)C (toluene), C1(=CC=CC=C1)C (toluene). Reactants: NC1CCN2CCC3=C(C2C1)C=C(C(=C3)OC)OC (2-amino-1,3,4,6,7,11b-hexahydro-9, 10-dimethoxy-2H-benzo[a]quinolizine), [OH-].[Na+] (NaOH), [N+](=O)([O-])C1=CC=C(C(=O)Cl)C=C1 (4-nitrobenzoyl chloride). Yields the product Cl.COC1=CC2=C(C3CC(CCN3CC2)NC(C2=CC=C(C=C2)[N+](=O)[O-])=O)C=C1OC (1,3,4,6,7,11b-Hexahydro-9,10-dimethoxy-2-(4-nitrobenzoylamino)-2H-benzo[a]quinolizine hydrochloride). Reported procedure: A mixture of 2-amino-1,3,4,6,7,11b-hexahydro-9, 10-dimethoxy-2H-benzo[a]quinolizine (7 g), 200 ml of toluene and 50 ml of 20% NaOH was cooled to below 10° and a solution of 4-nitrobenzoyl chloride (5 g) in toluene was added dropwise with stirring. The mixture was stirred in the cold for 1 hour and allowed to come to room temperature whereupon the solid was collected by filtration and chromatographed over silica gel using ethyl acetate-methanol (6:1) as eluant. The major fraction (5.3 g) was conv... Yield: 12.6%. RXN SMILES: [NH2:1][CH:2]1[CH2:11][CH:10]2[N:5]([CH2:6][CH2:7][C:8]3[CH:15]=[C:14]([O:16][CH3:17])[C:13]([O:18][CH3:19])=[CH:12][C:9]=32)[CH2:4][CH2:3]1.[OH-].[Na+].[N+:22]([C:25]1[CH:33]=[CH:32][C:28]([C:29]([Cl:31])=[O:30])=[CH:27][CH:26]=1)([O-:24])=[O:23]>C1(C)C=CC=CC=1>[ClH:31].[CH3:17][O:16][C:14]1[C:13]([O:18][CH3:19])=[CH:12][C:9]2[CH:10]3[N:5]([CH2:6][CH2:7][C:8]=2[CH:15]=1)[CH2:4][CH2:3][CH:2]([NH:1][C:29](=[O:30])[C:28]1[CH:27]=[CH:26][C:25]([N+:22]([O-:24])=[O:23])=[CH:33][CH:32]=1)[CH2:11]3 |f:1.2,5.6|. Reactants: O=C([O-])O, C=O, O=CO, ClCCl, CCOC(=O)C1CCNCC1, [Na+]. The product is CCOC(=O)C1CCN(C)CC1. Reaction SMILES: [C:17](=[O:18])([OH:19])[O-:20].[CH2:15]=[O:16].[CH:12]([OH:13])=[O:14].[Cl:22][CH2:23][Cl:24].[NH:1]1[CH2:2][CH2:3][CH:4]([C:5](=[O:6])[O:7][CH2:8][CH3:9])[CH2:10][CH2:11]1.[Na+:21]>>[N:1]1([CH3:12])[CH2:2][CH2:3][CH:4]([C:5](=[O:6])[O:7][CH2:8][CH3:9])[CH2:10][CH2:11]1. The reactants are [OH-].[Na+] (sodium hydroxide), Cl (hydrogen chloride), Cl (hydrogen chloride), [BH4-].[Na+] (sodium borohydride), ClC=1C=CC2=C(C(=NO2)OCC(COC)NC=O)C1 (5-chloro-3-(2-formylamino-3-methoxypropoxy)-1,2-benzoisoxazole). Run in O1CCOCC1 (dioxane), O1CCOCC1 (dioxane), CC(C)O (2-propanol), CO (methanol), O (water), C(C)(=O)OCC (ethyl acetate), O1CCCC1 (tetrahydrofuran). The product is Cl.CNC(COC1=NOC2=C1C=C(C=C2)Cl)COC (3-(2-methylamino-3-methoxypropoxy)-5-chloro-1,2-benzoisoxazole hydrochloride). Reaction SMILES: [BH4-].[Na+].[Cl:3][C:4]1[CH:5]=[CH:6][C:7]2[O:11][N:10]=[C:9]([O:12][CH2:13][CH:14]([NH:18][CH:19]=O)[CH2:15][O:16][CH3:17])[C:8]=2[CH:21]=1.Cl.[OH-].[Na+]>O1CCCC1.CC(O)C.O1CCOCC1.O.C(OCC)(=O)C.CO>[ClH:3].[CH3:19][NH:18][CH:14]([CH2:15][O:16][CH3:17])[CH2:13][O:12][C:9]1[C:8]2[CH:21]=[C:4]([Cl:3])[CH:5]=[CH:6][C:7]=2[O:11][N:10]=1 |f:0.1,4.5,12.13|. Procedure details: Under a nitrogen stream, 0.27 g of sodium borohydride and 0.86 ml of a boron trifluoride-diethyl ether complex salt are added to a solution of 0.40 g of 5-chloro-3-(2-formylamino-3-methoxypropoxy)-1,2-benzoisoxazole in 6 ml of tetrahydrofuran at -45° to -40° C. The temperature is elevated to 20°-25° C., and then, they are subjected to reaction at the same temperature for two hours. To the reaction mixture is added 15 ml of methanol with ice-cooling, and then, 0.58 ml of a dioxane solution (2.2N)...